This data is from the Open Reaction Database (ORD), a public repository of structured organic reaction records. The task is: describe an organic reaction: reactants, conditions, products, and yield Starting materials: N1(C=NC=C1)C=1C=C2C(NC=NC2=CC1)=O (6-(1-Imidazolyl)-3,4-dihydroquinazolin-4-one), P(=O)(Cl)(Cl)Cl (phosphorus oxychloride). The reagents and catalysts are CN(C)C=O (DMF). Product: ClC1=NC=NC2=CC=C(C=C12)N1C=NC=C1 (4-chloro-6-(1-imidazolyl)quinazoline). As a reaction SMILES: [N:1]1([C:6]2[CH:7]=[C:8]3[C:13](=[CH:14][CH:15]=2)[N:12]=[CH:11][NH:10][C:9]3=O)[CH:5]=[CH:4][N:3]=[CH:2]1.P(Cl)(Cl)([Cl:19])=O>CN(C=O)C>[Cl:19][C:9]1[C:8]2[C:13](=[CH:14][CH:15]=[C:6]([N:1]3[CH:5]=[CH:4][N:3]=[CH:2]3)[CH:7]=2)[N:12]=[CH:11][N:10]=1. Reported procedure: 6-(1-Imidazolyl)-3,4-dihydroquinazolin-4-one (1.0 g) was dissolved in phosphorus oxychloride (15 ml). DMF (2 drops) was added and the mixture was heated at reflux for 1 hour. The mixture was evaporated, the residue was dissolved in methylene chloride, washed with sodium bicarbonate solution and the organic layer was dried (MgSO4) and evaporated to give 4-chloro-6-(1-imidazolyl)quinazoline (0.36 g) which was used without further purification. Starting materials: resultant mixture, Cl (hydrochloric acid), ice, COCC1=C(SC=C1)S(=O)(=O)N (3-(methoxymethyl)thiophene-2-sulfonamide), COC1=NC(=NC(=C1)OC)NC(OC1=CC=CC=C1)=O (phenyl N-(4,6-dimethoxypyrimidin-2-yl)carbamate), N12CCCCCC2=NCCC1 (1,8-diazabicyclo-[5.4.0]undec-7-ene). Run in C(C)#N (acetonitrile). Conditions: time 2 hour. Product: COC1=NC(=NC(=C1)OC)NC(=O)NS(=O)(=O)C=1SC=CC1COC (N-[(4,6-Dimethoxypyrimidin-2-yl)aminocarbonyl]-3-(methoxymethyl)thiophene-2-sulfonamide). Reaction SMILES: [CH3:1][O:2][CH2:3][C:4]1[CH:8]=[CH:7][S:6][C:5]=1[S:9]([NH2:12])(=[O:11])=[O:10].[CH3:13][O:14][C:15]1[CH:20]=[C:19]([O:21][CH3:22])[N:18]=[C:17]([NH:23][C:24](=O)[O:25]C2C=CC=CC=2)[N:16]=1.N12CCCN=C1CCCCC2.Cl>C(#N)C>[CH3:22][O:21][C:19]1[CH:20]=[C:15]([O:14][CH3:13])[N:16]=[C:17]([NH:23][C:24]([NH:12][S:9]([C:5]2[S:6][CH:7]=[CH:8][C:4]=2[CH2:3][O:2][CH3:1])(=[O:11])=[O:10])=[O:25])[N:18]=1. Reported procedure: To 0.41 g of 3-(methoxymethyl)thiophene-2-sulfonamide and 0.55 g of phenyl N-(4,6-dimethoxypyrimidin-2-yl)carbamate in 20 mL of acetonitrile is added 0.3 mL of 1,8-diazabicyclo-[5.4.0]undec-7-ene (DBU). After being stirred for 2 hours at ambient temperature and pressure, the reaction mass is poured onto 25-50 g of ice and the resultant mixture acidified to pH 3 by the addition of hydrochloric acid. The desired solid product can be isolated by filtration. Alternatively, it can be extracted into m... Starting materials: C(C)OP(OCC)(=O)C(=C)P(OCC)(OCC)=O (Ethenylidene bisphosphonic acid tetraethyl ester), [N+](=[N-])=CC(=O)C1=CC=CC=C1 (2-diazo-1-phenylethanone). Run in CCOCC (ether). Reaction conditions: time 20 hour. The product is C(C)OP(OCC)(=O)C1(NN=C(C1)C(C1=CC=CC=C1)=O)P(OCC)(OCC)=O ([5-Benzoyl-2,4-dihydro-3H-pyrazol-3-ylidene]bisphosphonic acid tetraethyl ester). Reaction SMILES: [CH2:1]([O:3][P:4]([C:9]([P:11](=[O:18])([O:15][CH2:16][CH3:17])[O:12][CH2:13][CH3:14])=[CH2:10])(=[O:8])[O:5][CH2:6][CH3:7])[CH3:2].[N+:19](=[CH:21][C:22]([C:24]1[CH:29]=[CH:28][CH:27]=[CH:26][CH:25]=1)=[O:23])=[N-:20]>CCOCC>[CH2:16]([O:15][P:11]([C:9]1([P:4](=[O:8])([O:5][CH2:6][CH3:7])[O:3][CH2:1][CH3:2])[CH2:10][C:21]([C:22](=[O:23])[C:24]2[CH:25]=[CH:26][CH:27]=[CH:28][CH:29]=2)=[N:19][NH:20]1)(=[O:18])[O:12][CH2:13][CH3:14])[CH3:17]. Reported procedure: Ethenylidene bisphosphonic acid tetraethyl ester (II, PREPARATION 1, 6.00 g) in ether (20 ml) is treated with solid 2-diazo-1-phenylethanone (2.92 g) and stirred at 22° for 20 hrs. The precipitate is collected and washed with ether to give the title compound. An analytical sample is obtained by recrystallization from methylene chloride/hexane, mp 133.5°-134°; MS (m/e) 446, 327, 309, 281, 271, 253, 243, 215, 175; IR (mineral oil mull) 3183, 1631, 1600, 1578, 1548, 1433, 1260, 1242, 1161, 1067, 10...